This data is from the Open Reaction Database (ORD), a public repository of structured organic reaction records. The task is: describe an organic reaction: reactants, conditions, products, and yield The reactants are CCOCC, OCC=Cc1ccccc1Cl, CC(=O)[O-], CC(=O)[O-], [Pd+2]. Product: OCC1CC1c1ccccc1Cl. Reaction SMILES: [CH3:12][CH2:13][O:14][CH2:15][CH3:16].[Cl:1][c:2]1[c:3]([CH:8]=[CH:9][CH2:10][OH:11])[cH:4][cH:5][cH:6][cH:7]1.[O-:18][C:19]([CH3:20])=[O:21].[O-:22][C:23]([CH3:24])=[O:25].[Pd+2:17]>>[Cl:1][c:2]1[c:3]([CH:8]2[CH:9]([CH2:10][OH:11])[CH2:12]2)[cH:4][cH:5][cH:6][cH:7]1.